From a dataset of the Open Reaction Database (ORD), a public repository of structured organic reaction records. describe an organic reaction: reactants, conditions, products, and yield The reactants are Cc1nc(C(F)(F)F)ccc1Cn1nc2c(Br)c(-c3ccc(C#N)cc3)ccn2c1=O, C1CCOC1, COc1ccc(B(O)O)cc1, [K+], [K+], [K+], O=P([O-])([O-])[O-]. The product is COc1ccc(-c2c(-c3ccc(C#N)cc3)ccn3c(=O)n(Cc4ccc(C(F)(F)F)nc4C)nc23)cc1. As a reaction SMILES: [Br:1][c:2]1[c:3]2[n:4]([cH:5][cH:6][c:7]1-[c:8]1[cH:9][cH:10][c:11]([C:12]#[N:13])[cH:14][cH:15]1)[c:16](=[O:31])[n:17]([CH2:19][c:20]1[c:21]([CH3:30])[n:22][c:23]([C:26]([F:27])([F:28])[F:29])[cH:24][cH:25]1)[n:18]2.[CH2:51]1[O:52][CH2:53][CH2:54][CH2:55]1.[CH3:32][O:33][c:34]1[cH:35][cH:36][c:37]([B:40]([OH:41])[OH:42])[cH:38][cH:39]1.[K+:48].[K+:49].[K+:50].[P:43]([O-:44])([O-:45])([O-:46])=[O:47]>>[c:2]1(-[c:37]2[cH:36][cH:35][c:34]([O:33][CH3:32])[cH:39][cH:38]2)[c:3]2[n:4]([cH:5][cH:6][c:7]1-[c:8]1[cH:9][cH:10][c:11]([C:12]#[N:13])[cH:14][cH:15]1)[c:16](=[O:31])[n:17]([CH2:19][c:20]1[c:21]([CH3:30])[n:22][c:23]([C:26]([F:27])([F:28])[F:29])[cH:24][cH:25]1)[n:18]2. Starting materials: O=C([O-])[O-], Cc1ccccc1, CN1CCCNCC1, [Cs+], [Cs+], COc1cc(Br)c2nc(C(=O)Nc3ccc(N4CCOCC4)cc3)cc(OCOCC[Si](C)(C)C)c2c1, [NH-]c1ccc(N2CCOCC2)cc1, c1ccc(P(c2ccccc2)c2ccc3ccccc3c2-c2c(P(c3ccccc3)c3ccccc3)ccc3ccccc23)cc1. Yields the product COc1cc(N2CCCN(C)CC2)c2nc(C(=O)Nc3ccc(N4CCOCC4)cc3)cc(OCOCC[Si](C)(C)C)c2c1. Reaction SMILES: [C:105](=[O:106])([O-:107])[O-:108].[CH3:111][c:112]1[cH:113][cH:114][cH:115][cH:116][cH:117]1.[CH3:51][N:52]1[CH2:53][CH2:54][NH:55][CH2:56][CH2:57][CH2:58]1.[Cs+:109].[Cs+:110].[O:1]1[CH2:2][CH2:3][N:4]([c:7]2[cH:8][cH:9][c:10]([NH:13][C:14](=[O:15])[c:16]3[n:17][c:18]4[c:19]([Br:37])[cH:20][c:21]([O:35][CH3:36])[cH:22][c:23]4[c:24]([O:26][CH2:27][O:28][CH2:29][CH2:30][Si:31]([CH3:32])([CH3:33])[CH3:34])[cH:25]3)[cH:11][cH:12]2)[CH2:5][CH2:6]1.[O:38]1[CH2:39][CH2:40][N:41]([c:42]2[cH:43][cH:44][c:45]([NH-:46])[cH:47][cH:48]2)[CH2:49][CH2:50]1.[cH:59]1[cH:60][cH:61][c:62]([P:63]([c:64]2[cH:65][cH:66][c:67]3[c:68]([cH:69][cH:70][cH:71][cH:72]3)[c:73]2-[c:74]2[c:75]3[c:76]([cH:77][cH:78][cH:79][cH:80]3)[cH:81][cH:82][c:83]2[P:84]([c:85]2[cH:86][cH:87][cH:88][cH:89][cH:90]2)[c:91]2[cH:92][cH:93][cH:94][cH:95][cH:96]2)[c:97]2[cH:98][cH:99][cH:100][cH:101][cH:102]2)[cH:103][cH:104]1>>[O:1]1[CH2:2][CH2:3][N:4]([c:7]2[cH:8][cH:9][c:10]([NH:13][C:14](=[O:15])[c:16]3[n:17][c:18]4[c:19]([N:55]5[CH2:54][CH2:53][N:52]([CH3:51])[CH2:58][CH2:57][CH2:56]5)[cH:20][c:21]([O:35][CH3:36])[cH:22][c:23]4[c:24]([O:26][CH2:27][O:28][CH2:29][CH2:30][Si:31]([CH3:32])([CH3:33])[CH3:34])[cH:25]3)[cH:11][cH:12]2)[CH2:5][CH2:6]1. Starting materials: C(C1=CC=CC=C1)OCC(=O)NN1C(C2=C(C=CC=C2C1)[N+](=O)[O-])=O (2-benzyloxy-N-(7-nitro-1-oxo-1,3-dihydro-isoindol-2-yl)-acetamide). The reagents and catalysts are [OH-].[Pd+2].[OH-] (palladium hydroxide). Solvent: CO (methanol). Conditions: time 48 hour. Product: NC=1C=CC=C2CN(C(C12)=O)NC(C)=O (N-(7-amino-1-oxo-1,3-dihydro-isoindol-2-yl)-acetamide). As a reaction SMILES: C(O[CH2:9][C:10]([NH:12][N:13]1[CH2:21][C:20]2[C:15](=[C:16]([N+:22]([O-])=O)[CH:17]=[CH:18][CH:19]=2)[C:14]1=[O:25])=[O:11])C1C=CC=CC=1>CO.[OH-].[Pd+2].[OH-]>[NH2:22][C:16]1[CH:17]=[CH:18][CH:19]=[C:20]2[C:15]=1[C:14](=[O:25])[N:13]([NH:12][C:10](=[O:11])[CH3:9])[CH2:21]2 |f:2.3.4|. Reported procedure: 790 mg (2.3 mmol) 2-benzyloxy-N-(7-nitro-1-oxo-1,3-dihydro-isoindol-2-yl)-acetamide are dissolved in 100 ml of methanol and combined with 80 mg palladium hydroxide. The reaction mixture is hydrogenated for 48 h at 4 bar H2 pressure and 25° C. Then the catalyst is filtered off and the solvent is eliminated in vacuo. The crude product is purified by chromatography. The carrier used is silica gel and the eluant used is a mixture of dichloromethane:methanol (90:10). Starting materials: C(N)(=O)Cl.C(CCCCCC)NC(SCC)=NCCCCCCC (1,3-diheptyl-2-ethyl isothiourea carbamyl chloride), C1CCOC1 (THF). Conditions: temperature 45 celsius. Yields the product C(CCCCCC)N(C(SCC)=NCCCCCCC)C(=O)OCC#C (1,3-bis-n-heptyl-1-(propargyloxycarbonyl)-2-ethyl isothiourea). Reaction SMILES: C(Cl)(=[O:3])N.[CH2:5]([NH:12][C:13](=[N:17][CH2:18][CH2:19][CH2:20][CH2:21][CH2:22][CH2:23][CH3:24])[S:14][CH2:15][CH3:16])[CH2:6][CH2:7][CH2:8][CH2:9][CH2:10][CH3:11].[CH2:25]1[CH2:29][O:28][CH2:27][CH2:26]1>>[CH2:18]([N:17]([C:29]([O:28][CH2:27][C:26]#[CH:25])=[O:3])[C:13](=[N:12][CH2:5][CH2:6][CH2:7][CH2:8][CH2:9][CH2:10][CH3:11])[S:14][CH2:15][CH3:16])[CH2:19][CH2:20][CH2:21][CH2:22][CH2:23][CH3:24] |f:0.1|. Reported procedure: Then a solution of 15 ml dry THF and 5.44 g of the 1,3-diheptyl-2-ethyl isothiourea carbamyl chloride was added dropwise over 10 minutes. The mixture was stirred and warmed to 45° C. for 2 hours. The reaction was cooled to 25° C. and filtered by suction on a glass frit and filter. The solvent was removed under reduced pressure. 5.0 g of a liquid (88 weight percent of theory) having a nD30 of 1.4553 was recovered. The structure was confirmed as the title compound by NMR and spectra analyses. Comp... Starting materials: COC=C(C#N)C1=CC=CC=C1 (3-Methoxy-2-phenylacrylonitrile), C[O-].[Na+] (NaOMe), C(CS)(=O)OC (methyl thioglycolate). Reaction conditions: temperature 65 celsius, time 24 hour. The product is NC1=C(SC=C1C1=CC=CC=C1)C(=O)OC (Methyl 3-amino-4-phenylthiophene-2-carboxylate). Isolated yield 26.0%. Reaction SMILES: CO[CH:3]=[C:4]([C:7]1[CH:12]=[CH:11][CH:10]=[CH:9][CH:8]=1)[C:5]#[N:6].C[O-].[Na+].[C:16]([O:20][CH3:21])(=[O:19])[CH2:17][SH:18]>>[NH2:6][C:5]1[C:4]([C:7]2[CH:8]=[CH:9][CH:10]=[CH:11][CH:12]=2)=[CH:3][S:18][C:17]=1[C:16]([O:20][CH3:21])=[O:19] |f:1.2|. Procedure details: 3-Methoxy-2-phenylacrylonitrile (17.9 g, 112.5 mmol) was dissolved in NaOMe (5 M in MeOH, 31.5 ml, 157.5 mmol), and then methyl thioglycolate (16 ml, 180.0 mmol) was added thereto. The mixture was heated with stirring at 65° C. for 24 hr. After the completion of the reaction was confirmed by thin layer chromatography (TLC), the reaction mixture was cooled to room temperature and filtered through Celite. The filtrate was washed with distilled water and extracted with dichloromethane. The organic ... The reactants are BrC=C(C)C=1C=NC=CC1 (3-(1-Bromoprop-1-en-2-yl)pyridine), CN1CC2=C(NC=3C=CC(=CC23)C)CC1 (2,8-Dimethyl-2,3,4,5-tetrahydro-1H-pyrido[4,3-b]indole), N1[C@H](C(=O)O)CCC1 (L-proline), P(=O)([O-])([O-])[O-].[K+].[K+].[K+] (potassium phosphate). The reagents and catalysts are [Cu]I (Copper (I) iodide). Solvent: CN(C)C=O (DMF). Run at time 10 minute. The product is CN1CC2=C(N(C=3C=CC(=CC23)C)\C=C(/C)\C=2C=NC=CC2)CC1 ((E)-2,3,4,5-tetrahydro-2,8-dimethyl-5-(2-(pyridin-3-yl)prop-1-enyl)-1H-pyrido[4,3-b]indole). As a reaction SMILES: [CH3:1][N:2]1[CH2:15][CH2:14][C:5]2[NH:6][C:7]3[CH:8]=[CH:9][C:10]([CH3:13])=[CH:11][C:12]=3[C:4]=2[CH2:3]1.N1CCC[C@H]1C(O)=O.P([O-])([O-])([O-])=O.[K+].[K+].[K+].Br[CH:33]=[C:34]([C:36]1[CH:37]=[N:38][CH:39]=[CH:40][CH:41]=1)[CH3:35]>CN(C=O)C.[Cu]I>[CH3:1][N:2]1[CH2:15][CH2:14][C:5]2[N:6](/[CH:33]=[C:34](/[C:36]3[CH:37]=[N:38][CH:39]=[CH:40][CH:41]=3)\[CH3:35])[C:7]3[CH:8]=[CH:9][C:10]([CH3:13])=[CH:11][C:12]=3[C:4]=2[CH2:3]1 |f:2.3.4.5|. Reported procedure: 2,8-Dimethyl-2,3,4,5-tetrahydro-1H-pyrido[4,3-b]indole (600 mg, 3 mmol) was dissolved in DMF (12 mL). Copper (I) iodide (114 mg, 0.6 mmol), L-proline (100 mg, 0.87 mmol) and potassium phosphate (1.2 g, 6 mmol) were added and the reaction mixture was stirred for 10 min. at RT. 3-(1-Bromoprop-1-en-2-yl)pyridine (0.772 g, 3.9 mmol) was added dropwise and the reaction mixture was purged with nitrogen. The reaction mixture was heated at 85° C. for 2 h and 140° C. for h (prolonged heating in some case... Starting materials: BrCC(=O)Br (bromoacetylbromide), NC1=C(C=C(C=C1)OC)S (2-amino-5-methoxy-thiophenol), C([O-])([O-])=O.[K+].[K+] (potassium carbonate). As a reaction SMILES: [NH2:1][C:2]1[CH:7]=[CH:6][C:5]([O:8][CH3:9])=[CH:4][C:3]=1[SH:10].[Br:11][CH2:12][C:13](Br)=O.C(=O)([O-])[O-].[K+].[K+]>C(Cl)Cl>[Br:11][CH2:12][C:13]1[S:10][C:3]2[CH:4]=[C:5]([O:8][CH3:9])[CH:6]=[CH:7][C:2]=2[N:1]=1 |f:2.3.4|. Product: BrCC=1SC2=C(N1)C=CC(=C2)OC (2-Bromomethyl-6-methoxy-benzothiazole). Procedure: 7.75 g (50 mmol) of 2-amino-5-methoxy-thiophenol are dissolved in 150 ml methylene chloride and 14.1 g (70 mmol) of bromoacetylbromide are added whilst cooling with ice. Then the mixture is heated for 1 hour to reflux temperature. After cooling solid potassium carbonate is added until foaming ceases, the mixture is filtered and the filtrate is evaporated down. The evaporation residue is purified by column chromatography on neutral aluminium oxide (eluant: petroleum ether/ethyl acetate=3:1). Yiel... Solvent: C(Cl)Cl (methylene chloride). The reactants are C1CCOC1, CC(C)[O-], CC(C)[O-], CC(C)[O-], CC(C)[O-], O=Cc1ccc(Cl)c(Cl)c1, CC(=O)CS(=O)(=O)N1CCCC1, [Ti+4]. Yields the product CC(=O)C(=Cc1ccc(Cl)c(Cl)c1)S(=O)(=O)N1CCCC1. Reaction SMILES: [CH2:23]1[O:24][CH2:25][CH2:26][CH2:27]1.[CH3:28][CH:29]([CH3:30])[O-:31].[CH3:32][CH:33]([CH3:34])[O-:35].[CH3:36][CH:37]([CH3:38])[O-:39].[CH3:40][CH:41]([CH3:42])[O-:43].[Cl:13][c:14]1[cH:15][c:16]([CH:17]=[O:18])[cH:19][cH:20][c:21]1[Cl:22].[N:1]1([S:6](=[O:7])(=[O:8])[CH2:9][C:10]([CH3:11])=[O:12])[CH2:2][CH2:3][CH2:4][CH2:5]1.[Ti+4:44]>>[N:1]1([S:6](=[O:7])(=[O:8])[C:9]([C:10]([CH3:11])=[O:12])=[CH:17][c:16]2[cH:15][c:14]([Cl:13])[c:21]([Cl:22])[cH:20][cH:19]2)[CH2:2][CH2:3][CH2:4][CH2:5]1. Starting materials: CCCCCCCCC=CCCCCCCCCOc1ccc(C(=O)O)o1, CCCCCCCCCCCCCCOc1ccc(C(=O)O)o1. Yields the product CCCCCCCCC=CCCCCCCCCOc1ccc(C(C)=O)o1. Reaction SMILES: [CH2:1]([CH2:2][CH2:3][CH2:4][CH2:5][CH2:6][CH2:7][CH2:8][CH:9]=[CH:10][CH2:11][CH2:12][CH2:13][CH2:14][CH2:15][CH2:16][CH2:17][CH3:18])[O:19][c:20]1[cH:21][cH:22][c:23]([C:25](=[O:26])[OH:27])[o:24]1.[CH2:28]([O:29][c:30]1[o:31][c:32]([C:33]([OH:34])=[O:35])[cH:36][cH:37]1)[CH2:38][CH2:39][CH2:40][CH2:41][CH2:42][CH2:43][CH2:44][CH2:45][CH2:46][CH2:47][CH2:48][CH2:49][CH3:50]>>[CH2:1]([CH2:2][CH2:3][CH2:4][CH2:5][CH2:6][CH2:7][CH2:8][CH:9]=[CH:10][CH2:11][CH2:12][CH2:13][CH2:14][CH2:15][CH2:16][CH2:17][CH3:18])[O:19][c:20]1[cH:21][cH:22][c:23]([C:25](=[O:27])[CH3:28])[o:24]1. Reactants: O.NN (hydrazine hydrate), compound C, COC=1C=C(C=CC1OC)C1=NNC([C@H]2CCCC[C@@H]12)=O ((cis)-4-(3,4-Dimethoxyphenyl)-4a,5,6,7,8,8a-hexahydro-2H-phthalazin-1-one). Yields the product COC=1C=C(C=CC1OC)C1=NNC([C@H]2CC=CC[C@@H]12)=O ((cis)-4-(3,4-Dimethoxyphenyl)-4a,5,8,8a-tetrahydro-2H-phthalazin-1-one). As a reaction SMILES: O.NN.[CH3:4][O:5][C:6]1[CH:7]=[C:8]([C:14]2[C@H:23]3[C@H:18]([CH2:19][CH2:20][CH2:21][CH2:22]3)[C:17](=[O:24])[NH:16][N:15]=2)[CH:9]=[CH:10][C:11]=1[O:12][CH3:13]>>[CH3:4][O:5][C:6]1[CH:7]=[C:8]([C:14]2[C@H:23]3[C@H:18]([CH2:19][CH:20]=[CH:21][CH2:22]3)[C:17](=[O:24])[NH:16][N:15]=2)[CH:9]=[CH:10][C:11]=1[O:12][CH3:13] |f:0.1|. Reported procedure: Prepared from hydrazine hydrate and compound C (see starting compounds) as described for compound 1. M.p. 173-174° C.